This data is from the Open Reaction Database (ORD), a public repository of structured organic reaction records. The task is: describe an organic reaction: reactants, conditions, products, and yield The reactants are N1CCCC1 (pyrrolidine), C(C1=CC=CC=C1)N1CCN(CC1)C=1C(=C(C2=C(C(C(O2)(C)C)O)C1C)C)C (5-(4-benzyl piperazin-1-yl)-2,2,4,6,7-pentamethyl-2,3-dihydro-1-benzofuran-3-ol), Cl (hydrochloric acid). The solvent is C(C)(=O)OCC (ethyl acetate). Product: Cl.Cl.C(C1=CC=CC=C1)N1CCN(CC1)C=1C(=C(C2=C(C(C(O2)(C)C)N2CCCC2)C1C)C)C (1-benzyl-4-(2,2,4,6,7-pentamethyl-3-(pyrrolidinyl)-2,3-dihydro-1-benzofuran-5-yl)piperazine dihydrochloride). The yield is 93.0%. Reaction SMILES: [NH:1]1[CH2:5][CH2:4][CH2:3][CH2:2]1.[CH2:6]([N:13]1[CH2:18][CH2:17][N:16]([C:19]2[C:20]([CH3:33])=[C:21]([CH3:32])[C:22]3[O:26][C:25]([CH3:28])([CH3:27])[CH:24](O)[C:23]=3[C:30]=2[CH3:31])[CH2:15][CH2:14]1)[C:7]1[CH:12]=[CH:11][CH:10]=[CH:9][CH:8]=1.[ClH:34]>C(OCC)(=O)C>[ClH:34].[ClH:34].[CH2:6]([N:13]1[CH2:18][CH2:17][N:16]([C:19]2[C:20]([CH3:33])=[C:21]([CH3:32])[C:22]3[O:26][C:25]([CH3:27])([CH3:28])[CH:24]([N:1]4[CH2:5][CH2:4][CH2:3][CH2:2]4)[C:23]=3[C:30]=2[CH3:31])[CH2:15][CH2:14]1)[C:7]1[CH:8]=[CH:9][CH:10]=[CH:11][CH:12]=1 |f:4.5.6|. Procedure: Using pyrrolidine and 5-(4-benzyl piperazin-1-yl)-2,2,4,6,7-pentamethyl-2,3-dihydro-1-benzofuran-3-ol obtained in Reference Example 42, the free base was obtained in the same manner as in Example 57. The free base was treated with a 4 N hydrochloric acid in ethyl acetate solution (10 ml) to obtain the title compound. Yield 93%. mp. 224–227° C. (decomposition) (ethyl acetate-ethanol). Reactants: FC(S(=O)(=O)OC1=COC2=C1C=CC=C2OC)(F)F (7-methoxybenzofuran-3-yl trifluoromethanesulfonate), C(#CCC)[Si](C)(C)C (but-1-yn-1-yltrimethylsilane). Yields the product C(#CCC)C1=COC2=C1C=CC=C2OC (3-(But-1-yn-1-yl)-7-methoxybenzofuran). Reaction SMILES: FC(F)(F)S(O[C:7]1[C:11]2[CH:12]=[CH:13][CH:14]=[C:15]([O:16][CH3:17])[C:10]=2[O:9][CH:8]=1)(=O)=O.[C:20]([Si](C)(C)C)#[C:21][CH2:22][CH3:23]>>[C:20]([C:7]1[C:11]2[CH:12]=[CH:13][CH:14]=[C:15]([O:16][CH3:17])[C:10]=2[O:9][CH:8]=1)#[C:21][CH2:22][CH3:23]. Procedure details: The title compound was prepared from 7-methoxybenzofuran-3-yl trifluoromethanesulfonate and Intermediate 39 following General Procedure B. 1H NMR (DMSO-d6, 400 MHz): δ 8.24 (s, 1H), 7.26 (t, 1H), 7.17 (d, 1H), 6.99 (d, 1H), 3.94 (s, 3H), 2.52-2.47 (m, 2H), 1.21 (t, 3H). LCMS: 201 (M+H)+. Starting materials: [N+](=O)([O-])C=1C=C(OC2=NC(=NC=C2)SC)C=CC1[N+](=O)[O-] (4-(3,4-dinitro-phenoxy)-2-methylsulfanyl-pyrimidine). Reagents/catalysts: [Pd] (Pd/C), [Pd] (Pd/C). Solvent: CO (MeOH). Run at time 2 hour. The product is CSC1=NC=CC(=N1)OC=1C=C(C(=CC1)N)N (4-(2-methylsulfanyl-pyrimidin-4-yloxy)-benzene-1,2-diamine). As a reaction SMILES: [N+:1]([C:4]1[CH:5]=[C:6]([CH:16]=[CH:17][C:18]=1[N+:19]([O-])=O)[O:7][C:8]1[CH:13]=[CH:12][N:11]=[C:10]([S:14][CH3:15])[N:9]=1)([O-])=O>CO.[Pd]>[CH3:15][S:14][C:10]1[N:9]=[C:8]([O:7][C:6]2[CH:5]=[C:4]([NH2:1])[C:18]([NH2:19])=[CH:17][CH:16]=2)[CH:13]=[CH:12][N:11]=1. Procedure: 4-(3,4-Dinitro-phenoxy)-2-methylsulfanyl-pyrimidine (Step A, 1.0 g, 3.2 mmol, 1.0 eq.) was dissolved in MeOH (10 mL) and the atmosphere was replaced by argon. A catalytic amount of 10% Pd/C was added and the argon was replaced by a H2 atmosphere. The mixture was hydrogenated for 2 h at RT at 60 psi using a Parr hydrogenation apparatus. More Pd/C was added and the mixture was hydrogenated for another 4 h at 60 psi. The Pd/C was removed by filtration. The crude aniline was purified using column ch... Reactants: COC1=CC=C(C=C1)S(=O)(=O)NC1=C(C(=O)O)C=CC=C1C (2-(4-Methoxy-benzenesulfonylamino)-3-methyl-benzoic acid), di-t-butyl acetal, EtOAc Hexanes. Solvent: C1(=CC=CC=C1)C (toluene). The product is C(C)(C)(C)OC(C1=C(C(=CC=C1)C)NS(=O)(=O)C1=CC=C(C=C1)OC)=O (2-(4-Methoxy-benzenesulfonylamino)-3-methyl-benzoic acid tert-butylester). The yield is 100.8%. Reaction SMILES: [CH3:1][O:2][C:3]1[CH:8]=[CH:7][C:6]([S:9]([NH:12][C:13]2[C:21]([CH3:22])=[CH:20][CH:19]=[CH:18][C:14]=2[C:15]([OH:17])=[O:16])(=[O:11])=[O:10])=[CH:5][CH:4]=1>C1(C)C=CC=CC=1>[C:14]([O:16][C:15](=[O:17])[C:14]1[CH:18]=[CH:19][CH:20]=[C:21]([CH3:22])[C:13]=1[NH:12][S:9]([C:6]1[CH:5]=[CH:4][C:3]([O:2][CH3:1])=[CH:8][CH:7]=1)(=[O:11])=[O:10])([CH3:18])([CH3:15])[CH3:13]. Procedure: To a solution of 15.0 g (0.047 mol) of the product of Example 6 in 45 mL of toluene was added 50 mL of N,N-imethylformamide di-t-butyl acetal and the mixture was then heated to reflux for 18 h. The reaction was then cooled to room temperature and croatographed on silica gel eluting with EtOAc/Hexanes (1:3) to give 8.94 g (51%) of the product as a white solid. Electrospray Mass Spec: 378.1 (M+H)+. Reactants: COc1ccc2[nH]cc(-c3cc4nccnc4[nH]3)c2c1, CN(C)C=O, O=C(CCl)N1CCOCC1, [H-], [Na+], O. Yields the product COc1ccc2c(c1)c(-c1cc3nccnc3[nH]1)cn2CC(=O)N1CCOCC1. As a reaction SMILES: [CH3:1][O:2][c:3]1[cH:4][c:5]2[c:6](-[c:12]3[cH:13][c:14]4[c:15]([n:16][cH:17][cH:18][n:19]4)[nH:20]3)[cH:7][nH:8][c:9]2[cH:10][cH:11]1.[CH3:34][N:35]([CH3:36])[CH:37]=[O:38].[Cl:23][CH2:24][C:25](=[O:26])[N:27]1[CH2:28][CH2:29][O:30][CH2:31][CH2:32]1.[H-:21].[Na+:22].[OH2:33]>>[CH3:1][O:2][c:3]1[cH:4][c:5]2[c:6](-[c:12]3[cH:13][c:14]4[c:15]([n:16][cH:17][cH:18][n:19]4)[nH:20]3)[cH:7][n:8]([CH2:24][C:25](=[O:26])[N:27]3[CH2:28][CH2:29][O:30][CH2:31][CH2:32]3)[c:9]2[cH:10][cH:11]1. Starting materials: [N+](=O)([O-])NC=1C=CC=CC1 (3-nitroaminobenzene), N(=O)[O-].[Na+] (sodium nitrite), ClC(C(C)=O)C(C)=O (3-chloro-2,4-pentanedione). Product: ClC(C(C)=O)=NNC1=CC(=CC=C1)[N+](=O)[O-] (1-chloro-1-[(3-nitrophenyl)hydrazono]-2-propanone). Reaction SMILES: [N+:1]([NH:4][C:5]1[CH:6]=[CH:7][CH:8]=[CH:9][CH:10]=1)([O-])=O.[N:11]([O-:13])=[O:12].[Na+].[Cl:15][CH:16](C(=O)C)[C:17](=[O:19])[CH3:18]>>[Cl:15][C:16](=[N:1][NH:4][C:5]1[CH:6]=[CH:7][CH:8]=[C:9]([N+:11]([O-:13])=[O:12])[CH:10]=1)[C:17](=[O:19])[CH3:18] |f:1.2|. Procedure: 3-nitroaminobenzene is reacted with sodium nitrite and 3-chloro-2,4-pentanedione as in Example 1 to yield 1-chloro-1-[(3-nitrophenyl)hydrazono]-2-propanone. The reactants are ClC1=C(C=C(C(=O)Cl)C=C1)S(N)(=O)=O (4-chloro-3-sulfamoylbenzoyl chloride), NN1C(NC2=C1C=CC(=C2)C(=O)OC)=S (1-amino-5-methoxycarbonylbenzimidazole-2-thione), C(C)(=O)O (acetic acid), C(C)(=O)O (acetic acid). Run in O (water), CN(C=O)C (dimethylformamide), C(C)N(CC)CC (triethylamine), O (water). Run at time 8 hour. The product is ClC1=C(C=C(C(=O)NN2C(NC3=C2C=CC(=C3)C(=O)OC)=S)C=C1)S(N)(=O)=O (1-(4'-chloro-3'-sulfamoylbenzoyl)amino-5-methoxycarbonylbenzimidazole-2-thione). Isolated yield 55.2%. As a reaction SMILES: [Cl:1][C:2]1[CH:10]=[CH:9][C:5]([C:6](Cl)=[O:7])=[CH:4][C:3]=1[S:11](=[O:14])(=[O:13])[NH2:12].[NH2:15][N:16]1[C:20]2[CH:21]=[CH:22][C:23]([C:25]([O:27][CH3:28])=[O:26])=[CH:24][C:19]=2[NH:18][C:17]1=[S:29].C(O)(=O)C>CN(C)C=O.C(N(CC)CC)C.O>[Cl:1][C:2]1[CH:10]=[CH:9][C:5]([C:6]([NH:15][N:16]2[C:20]3[CH:21]=[CH:22][C:23]([C:25]([O:27][CH3:28])=[O:26])=[CH:24][C:19]=3[NH:18][C:17]2=[S:29])=[O:7])=[CH:4][C:3]=1[S:11](=[O:14])(=[O:13])[NH2:12]. Reported procedure: 2.54 g of 4-chloro-3-sulfamoylbenzoyl chloride were added in little portions to the solution of 2.2 g of 1-amino-5-methoxycarbonylbenzimidazole-2-thione in 8 ml of dimethylformamide and 1.4 ml of triethylamine while stirring. The reaction mixture was set aside overnight, then the pH value was adjusted to 5 by acetic acid and it was diluted with 100 ml of water. The separated gum slowly disaggregated to a powder which was filtered by suction, washed with water and dried at 80° C. The crude produc... Reactants: BrC1=C(C(=C(C=C1)CO)F)F ((4-bromo-2,3-difluorophenyl)methanol), P(Br)(Br)Br (PBr3). Solvent: C(Cl)Cl (DCM). Run at temperature 10 celsius, time 2 hour. Yields the product BrC1=C(C(=C(C=C1)CBr)F)F (1-bromo-4-(bromomethyl)-2,3-difluorobenzene). The yield is 51.5%. As a reaction SMILES: [Br:1][C:2]1[CH:7]=[CH:6][C:5]([CH2:8]O)=[C:4]([F:10])[C:3]=1[F:11].P(Br)(Br)[Br:13]>C(Cl)Cl>[Br:1][C:2]1[CH:7]=[CH:6][C:5]([CH2:8][Br:13])=[C:4]([F:10])[C:3]=1[F:11]. Procedure details: To a solution of (4-bromo-2,3-difluorophenyl)methanol (500 mg, 2.242 mmol) in DCM (10 mL) stirred under N2 at 0° C. was added PBr3 (0.634 mL, 6.73 mmol) in one charge. The reaction mixture was stirred at 10° C. for 2 h. Then the solution was concentrated and distributed between DCM and saturated NaHCO3 solution. The combined organic extract was washed with brine, dried over MgSO4, filtered and concentrated. The crude material was purified by preparative TLC (PE/EA=10:1, Rf 0.6) to yield light ye... Reactants: [Al+3], COCC(C)Oc1cc(Oc2ccc(S(C)(=O)=O)cc2)cc(-c2ccc(C3=NCC(C(=O)OC)O3)[nH]2)c1, [H-], [H-], [H-], [H-], [Li+], [Na+], C1CCOC1, [OH-], O. Yields the product COCC(C)Oc1cc(Oc2ccc(S(C)(=O)=O)cc2)cc(-c2ccc(C3=NCC(CO)O3)[nH]2)c1. As a reaction SMILES: [Al+3:2].[CH3:7][O:8][CH2:9][CH:10]([O:11][c:12]1[cH:13][c:14](-[c:29]2[cH:30][cH:31][c:32]([C:34]3=[N:38][CH2:37][CH:36]([C:39](=[O:40])[O:41][CH3:42])[O:35]3)[nH:33]2)[cH:15][c:16]([O:18][c:19]2[cH:20][cH:21][c:22]([S:25](=[O:26])(=[O:27])[CH3:28])[cH:23][cH:24]2)[cH:17]1)[CH3:43].[H-:1].[H-:4].[H-:5].[H-:6].[Li+:3].[Na+:46].[O:47]1[CH2:48][CH2:49][CH2:50][CH2:51]1.[OH-:45].[OH2:44]>>[CH3:7][O:8][CH2:9][CH:10]([O:11][c:12]1[cH:13][c:14](-[c:29]2[cH:30][cH:31][c:32]([C:34]3=[N:38][CH2:37][CH:36]([CH2:39][OH:40])[O:35]3)[nH:33]2)[cH:15][c:16]([O:18][c:19]2[cH:20][cH:21][c:22]([S:25](=[O:26])(=[O:27])[CH3:28])[cH:23][cH:24]2)[cH:17]1)[CH3:43]. Reactants: C12C(=CC(CC1)C2)B(O)O (bicyclo[2.2.1]hept-2-en-2-ylboronic acid), CC1(CC=C(CC1)C1=CC=C(C(=N1)CN[C@@H](CO)C(C)C)F)C ((R)-2-(((6-(4,4-dimethylcyclohex-1-en-1-yl)-3-fluoropyridin-2-yl)methyl)amino)-3-methylbutan-1-ol). The reagents and catalysts are [Pd] (Pd/C). The product is CC1(CC=C(CC1)C1=CC=C(C(=N1)CN[C@@H](CO)C(C)C)F)C ((R)-2-(((6-(4,4-dimethylcyclohex-1-en-1-yl)-3-fluoropyridin-2-yl)methyl)amino)-3-methylbutan-1-ol), CC1(CCC(CC1)C1=CC=C(C(=N1)CN[C@@H](CO)C(C)C)F)C ((2R)-2-({[6-(4,4-dimethylcyclohexyl)-3-fluoropyridin-2-yl]methyl}amino)-3-methylbutan-1-ol). Reaction SMILES: C12CC(CC1)C=C2B(O)O.[CH3:11][C:12]1([CH3:33])[CH2:17][CH2:16][C:15]([C:18]2[N:23]=[C:22]([CH2:24][NH:25][C@H:26]([CH:29]([CH3:31])[CH3:30])[CH2:27][OH:28])[C:21]([F:32])=[CH:20][CH:19]=2)=[CH:14][CH2:13]1>[Pd]>[CH3:33][C:12]1([CH3:11])[CH2:17][CH2:16][C:15]([C:18]2[N:23]=[C:22]([CH2:24][NH:25][C@H:26]([CH:29]([CH3:30])[CH3:31])[CH2:27][OH:28])[C:21]([F:32])=[CH:20][CH:19]=2)=[CH:14][CH2:13]1.[CH3:33][C:12]1([CH3:11])[CH2:13][CH2:14][CH:15]([C:18]2[N:23]=[C:22]([CH2:24][NH:25][C@H:26]([CH:29]([CH3:30])[CH3:31])[CH2:27][OH:28])[C:21]([F:32])=[CH:20][CH:19]=2)[CH2:16][CH2:17]1. Procedure details: (R)-2-(((6-(4,4-dimethylcyclohex-1-en-1-yl)-3-fluoropyridin-2-yl)methyl)amino)-3-methylbutan-1-ol was prepared according to Example 199, substituting 2-(4,4-dimethylcyclohex-1-enyl)-4,4,5,5-tetramethyl-1,3,2-dioxaborolane for bicyclo[2.2.1]hept-2-en-2-ylboronic acid. (R)-2-(((6-(4,4-dimethylcyclohex-1-en-1-yl)-3-fluoropyridin-2-yl)methyl)amino)-3-methylbutan-1-ol was subjected to hydrogenation (H2 atmosphere, Pd/C catalyst) to provide the title compound. MS (ESI+) m/z 323 (M+H)+.